This data is from the Open Reaction Database (ORD), a public repository of structured organic reaction records. The task is: describe an organic reaction: reactants, conditions, products, and yield Starting materials: ice water, C1(=CC=CC=C1)C=1C=NNC1N1C=NN=C1 (4-(4-phenyl-5-pyrazolyl)-4H-1,2,4-triazole), C(C)(=O)OC(C)=O (acetic anhydride), propionyl. Run at time 0.5 hour. The product is C(C)(=O)N1N=C(C(=C1)C1=CC=CC=C1)N1C=NN=C1 (4-(1-Acetyl-4-phenyl-3-pyrazolyl)-4-H-1,2,4-triazole). As a reaction SMILES: [C:1]1([C:7]2[CH:8]=[N:9][NH:10][C:11]=2[N:12]2[CH:16]=[N:15][N:14]=[CH:13]2)[CH:6]=[CH:5][CH:4]=[CH:3][CH:2]=1.[C:17](OC(=O)C)(=[O:19])[CH3:18]>>[C:17]([N:9]1[CH:8]=[C:7]([C:1]2[CH:2]=[CH:3][CH:4]=[CH:5][CH:6]=2)[C:11]([N:12]2[CH:13]=[N:14][N:15]=[CH:16]2)=[N:10]1)(=[O:19])[CH3:18]. Procedure: A suspension of 4-(4-phenyl-5-pyrazolyl)-4H-1,2,4-triazole (1.0 g) in acetic anhydride is refluxed until a clear solution is obtained. The solution is poured into ice water and stirred for 1/2 hour. The yellowish solid is collected and recrystallized from a mixture of chloroform/hexane, giving a white powder, m.p. 165° C. to 168° C. Similarly prepared is the propionyl derivative. The reactants are CC(C)(C)OC(=O)N1CC(N)C1, C=CS(=O)(=O)C=C, CCO. The product is CC(C)(C)OC(=O)N1CC(N2CCS(=O)(=O)CC2)C1. Reaction SMILES: [C:1]([CH3:2])([CH3:3])([CH3:4])[O:5][C:6](=[O:7])[N:8]1[CH2:9][CH:10]([NH2:12])[CH2:11]1.[CH2:13]=[CH:14][S:15](=[O:16])(=[O:17])[CH:18]=[CH2:19].[CH3:20][CH2:21][OH:22]>>[C:1]([CH3:2])([CH3:3])([CH3:4])[O:5][C:6](=[O:7])[N:8]1[CH2:9][CH:10]([N:12]2[CH2:13][CH2:14][S:15](=[O:16])(=[O:17])[CH2:18][CH2:19]2)[CH2:11]1. Reported procedure: To a 0° C. solution of 2-(4-chloro-thiophen-2-yl)-6-methyl-pyridine (example Rupp-96) (0.45 g, 1.45 mmol) and CH2Cl2 (10 mL) is added Br2 (0.15 mL, 2.91 mmol). The solution is warmed to ambient temperature and stirred for 1 hour. The solution is washed with sat. NaHCO3 (10 mL), sat. Na2S2O3 (10 mL), dried over MgSO4, filtered and concentrated to furnish the title compound (0.59 g, 2.04, 95%). 1H NMR (CDCl3), δ 2.55 (s, 3H), 7.05 (d, 7.9 Hz, 1H), 7.29 (s, 1H), 7.34 (d, J=7.9 Hz, 1H), 7.58 (dd, J=... Reactants: ClC=1C=C(SC1)C1=NC(=CC=C1)C (2-(4-chloro-thiophen-2-yl)-6-methyl-pyridine), BrBr (Br2). Isolated yield 141.0%. Yields the product BrC1=C(C=C(S1)C1=NC(=CC=C1)C)Cl (2-(5-bromo-4-chloro-thiophen-2-yl)-6-methyl-pyridine). As a reaction SMILES: [Cl:1][C:2]1[CH:3]=[C:4]([C:7]2[CH:12]=[CH:11][CH:10]=[C:9]([CH3:13])[N:8]=2)[S:5][CH:6]=1.[Br:14]Br>C(Cl)Cl>[Br:14][C:6]1[S:5][C:4]([C:7]2[CH:12]=[CH:11][CH:10]=[C:9]([CH3:13])[N:8]=2)=[CH:3][C:2]=1[Cl:1]. Reaction conditions: time 1 hour. Solvent: C(Cl)Cl (CH2Cl2). Reactants: CCO, Cl, N#CCCCN1CCC(c2c[nH]c3cc(F)ccc23)CC1, O=[Pt]. The product is NCCCCN1CCC(c2c[nH]c3cc(F)ccc23)CC1. Reaction SMILES: [CH3:23][CH2:24][OH:25].[ClH:22].[F:1][c:2]1[cH:3][cH:4][c:5]2[c:6]([CH:11]3[CH2:12][CH2:13][N:14]([CH2:17][CH2:18][CH2:19][C:20]#[N:21])[CH2:15][CH2:16]3)[cH:7][nH:8][c:9]2[cH:10]1.[Pt:26]=[O:27]>>[F:1][c:2]1[cH:3][cH:4][c:5]2[c:6]([CH:11]3[CH2:12][CH2:13][N:14]([CH2:17][CH2:18][CH2:19][CH2:20][NH2:21])[CH2:15][CH2:16]3)[cH:7][nH:8][c:9]2[cH:10]1. Reactants: ClC=1N=NC(=CC1)C1=CC(=C(C=C1)OC(F)F)OC (3-chloro-6-(4-difluoromethoxy-3-methoxyphenyl)pyridazine), C([O-])([O-])=O.[Na+].[Na+] (sodium carbonate), O (water), O.NN (hydrazine hydrate). Solvent: C(CCC)O (n-butanol). Reaction conditions: temperature 80 celsius. The product is N(N)C=1N=NC(=CC1)C1=CC(=C(C=C1)OC(F)F)OC (3-hydrazino-6-(4-difluoromethoxy-3-methoxyphenyl)pyridazine). Isolated yield 93.4%. RXN SMILES: Cl[C:2]1[N:3]=[N:4][C:5]([C:8]2[CH:13]=[CH:12][C:11]([O:14][CH:15]([F:17])[F:16])=[C:10]([O:18][CH3:19])[CH:9]=2)=[CH:6][CH:7]=1.O.[NH2:21][NH2:22].C(=O)([O-])[O-].[Na+].[Na+].O>C(O)CCC>[NH:21]([C:2]1[N:3]=[N:4][C:5]([C:8]2[CH:13]=[CH:12][C:11]([O:14][CH:15]([F:17])[F:16])=[C:10]([O:18][CH3:19])[CH:9]=2)=[CH:6][CH:7]=1)[NH2:22] |f:1.2,3.4.5|. Reported procedure: 20.0 g (69.8 mmol) of 3-chloro-6-(4-difluoromethoxy-3-methoxyphenyl)pyridazine are boiled under reflux in 100 ml of n-butanol with 17 ml (350 mmol) of hydrazine hydrate for 8 hours. The solution is cooled to about 80° C. and stirred with 100 ml of saturated sodium carbonate solution and 200 ml of water. The precipitate is filtered off with suction, washed with water and dried in vacuo. 18.4 g (93.4%) of 3-hydrazino-6-(4-difluoromethoxy-3-methoxyphenyl)pyridazine of m.p. 154° C. are obtained. Starting materials: ON1C(C=2C(C1=O)=CC=CC2)=O (N-hydroxyphthalimide), BrC(C(=O)OCC1=CC=C(C=C1)[N+](=O)[O-])(C)C (p-nitrobenzyl α-bromoisobutyrate), C([O-])([O-])=O.[K+].[K+] (potassium carbonate). Solvent: CN(C=O)C (N,N-dimethylformamide). Reaction conditions: time 1 hour. The product is CC(C)(ON1C(C=2C(C1=O)=CC=CC2)=O)C(=O)OCC2=CC=C(C=C2)[N+](=O)[O-] (N-[1-methyl-1-(p-nitrobenzyloxycarbonyl)ethyloxy]phthalimide). The yield is 78.0%. Reaction SMILES: [OH:1][N:2]1[C:6](=[O:7])[C:5]2=[CH:8][CH:9]=[CH:10][CH:11]=[C:4]2[C:3]1=[O:12].Br[C:14]([CH3:29])([CH3:28])[C:15]([O:17][CH2:18][C:19]1[CH:24]=[CH:23][C:22]([N+:25]([O-:27])=[O:26])=[CH:21][CH:20]=1)=[O:16].C(=O)([O-])[O-].[K+].[K+]>CN(C)C=O>[CH3:29][C:14]([C:15]([O:17][CH2:18][C:19]1[CH:20]=[CH:21][C:22]([N+:25]([O-:27])=[O:26])=[CH:23][CH:24]=1)=[O:16])([O:1][N:2]1[C:3](=[O:12])[C:4]2=[CH:11][CH:10]=[CH:9][CH:8]=[C:5]2[C:6]1=[O:7])[CH3:28] |f:2.3.4|. Procedure details: In 75 ml of dry N,N-dimethylformamide are dissolved 14.7 g of N-hydroxyphthalimide and 27.2 g of p-nitrobenzyl α-bromoisobutyrate, followed by addition of 12.4 g of potassium carbonate. The mixture is stirred at room temperature for one hour. The stirring becomes difficult due to precipitation of an orange-colored solid and, therefore, 75 ml of dry N,N-dimethylformamide is added. After 24 hours of stirring at room temperature, the reaction mixture is concentrated under reduced pressure to about ... Conditions: time 4 hour. Procedure: 11β-Chloroacetoxy-5α-pregn-2-en-20-one (1.25 g) in chloroform (50 ml) was treated with m-chloroperbenzoic acid (85%; 700 mg) and the solution was stirred at room temperature for 4 hours. Chloroform (50 ml) was added, and the solution was washed with potassium bicarbonate solution and with water; it was then dried over sodium sulphate and evaporated to a white foam which was triturated with ether to give title compound (1.05 g) as colourless prisms, m.p. 163°-169°, [α]D +107°. RXN SMILES: [Cl:1][CH2:2][C:3]([O:5][C@H:6]1[CH2:25][C@@:24]2([CH3:26])[C@@H:17]([CH2:18][CH2:19][C@@H:20]2[C:21](=[O:23])[CH3:22])[C@H:16]2[C@H:7]1[C@:8]1([CH3:27])[C@@H:13]([CH2:14][CH2:15]2)[CH2:12][CH:11]=[CH:10][CH2:9]1)=[O:4].ClC1C=CC=C(C(OO)=[O:36])C=1>C(Cl)(Cl)Cl>[Cl:1][CH2:2][C:3]([O:5][C@H:6]1[CH2:25][C@@:24]2([CH3:26])[C@@H:17]([CH2:18][CH2:19][C@@H:20]2[C:21](=[O:23])[CH3:22])[C@H:16]2[C@H:7]1[C@:8]1([CH3:27])[C@@H:13]([CH2:14][CH2:15]2)[CH2:12][C@@H:11]2[O:36][C@@H:10]2[CH2:9]1)=[O:4]. Reactants: ClCC(=O)O[C@@H]1[C@@H]2[C@]3(CC=CC[C@@H]3CC[C@H]2[C@@H]2CC[C@H](C(C)=O)[C@]2(C1)C)C (11β-Chloroacetoxy-5α-pregn-2-en-20-one), ClC1=CC(=CC=C1)C(=O)OO (m-chloroperbenzoic acid). Isolated yield 80.7%. The product is ClCC(=O)O[C@@H]1[C@@H]2[C@]3(C[C@@H]4[C@H](C[C@@H]3CC[C@H]2[C@@H]2CC[C@H](C(C)=O)[C@]2(C1)C)O4)C (11β-Chloroacetoxy-2α,3α-epoxy-5α-pregnan-20-one). The solvent is C(Cl)(Cl)Cl (Chloroform), C(Cl)(Cl)Cl (chloroform).